Dataset: the Open Reaction Database (ORD), a public repository of structured organic reaction records. Task: describe an organic reaction: reactants, conditions, products, and yield The reactants are C(C)(C)(C)OC(=O)N1CCC(CC1)CCC1=CC2=C(S1)SC(=C2)C=O (5-[2-(N-t-Butyloxycarbonylpiperidin-4-yl)ethyl]thieno[2,3-b]thiophene-2-carboxaldehyde), [O-]Cl=O.[Na+] (NaClO2). Reaction conditions: time 16 hour. Yields the product C(C)(C)(C)OC(=O)N1CCC(CC1)CCC1=CC2=C(S1)SC(=C2)C(=O)O (5-[2-(N-t-Butyloxycarbonylpiperidin-4-yl)ethyl]thieno[2,3-b]thiophene-2-carboxylic acid). RXN SMILES: [C:1]([O:5][C:6]([N:8]1[CH2:13][CH2:12][CH:11]([CH2:14][CH2:15][C:16]2[S:20][C:19]3[S:21][C:22]([CH:24]=[O:25])=[CH:23][C:18]=3[CH:17]=2)[CH2:10][CH2:9]1)=[O:7])([CH3:4])([CH3:3])[CH3:2].[O-:26]Cl=O.[Na+]>>[C:1]([O:5][C:6]([N:8]1[CH2:9][CH2:10][CH:11]([CH2:14][CH2:15][C:16]2[S:20][C:19]3[S:21][C:22]([C:24]([OH:26])=[O:25])=[CH:23][C:18]=3[CH:17]=2)[CH2:12][CH2:13]1)=[O:7])([CH3:4])([CH3:2])[CH3:3] |f:1.2|. Procedure details: 5-3 (2.0 g, 5.27 mmol) was treated with NaClO2 (5.27 g, 58.3 mmol) with stirring at room temperature for 16 h. The reaction mixture was concentrated and partitioned between EtOAc (10 ml) and 3 ml of 1N NaHSO4. The organic phase was dried (MgSO4), concentrated and the solvent was removed. The residue was triturated with hexane to provide 5-4. as a white solid. 1H NMR (300 MHz, CD3OD) δ1.17 (2H, m), 1.46 (9H, s), 1.70 (4H, m), 2.68 (2H, t), 2.92 (2H, t), 4.10 (2H, bd), 6.95 (1H, s), 7.94 (1H, s). Starting materials: C([O-])(O)=O.[Na+] (sodium bicarbonate), BrN1C(CCC1=O)=O (N-bromosuccinimide), C(C)OC(C1=C(N=CC=C1)C)=O (2-Methyl-nicotinic acid ethyl ester), CC(C)(C#N)N=NC(C)(C)C#N (AIBN), C1(=CC=CC=C1)P(C1=CC=CC=C1)C1=CC=CC=C1 (triphenyl phosphine). Run in C(Cl)(Cl)(Cl)Cl (carbon tetrachloride), C1(=CC=CC=C1)C (toluene). Product: [Br-].C(C)OC(=O)C=1C(=NC=CC1)C[P+](C)(C)C ((3-Ethoxycarbonyl-pyridin-2-ylmethyl)-trimethyl-phosphonium Bromide). As a reaction SMILES: [Br:1]N1C(=O)CCC1=O.[CH2:9]([O:11][C:12](=[O:20])[C:13]1[CH:18]=[CH:17][CH:16]=[N:15][C:14]=1[CH3:19])[CH3:10].CC(N=NC(C#N)(C)C)(C#N)C.C(=O)(O)[O-].[Na+].[C:38]1([P:44]([C:51]2C=CC=CC=2)[C:45]2C=CC=CC=2)C=CC=CC=1>C(Cl)(Cl)(Cl)Cl.C1(C)C=CC=CC=1>[Br-:1].[CH2:9]([O:11][C:12]([C:13]1[C:14]([CH2:19][P+:44]([CH3:51])([CH3:45])[CH3:38])=[N:15][CH:16]=[CH:17][CH:18]=1)=[O:20])[CH3:10] |f:3.4,8.9|. Reported procedure: A stirred mixture of N-bromosuccinimide (5.6 g, 31 mmol), 2-Methyl-nicotinic acid ethyl ester (4.1 g, 24 mmol), AIBN (0.05 g, 0.3 mmol) in 50 mL of carbon tetrachloride at 50° C. is irradiated with a 250 Watt heat lamp for 45 minutes. The reaction was cooled to room temperature and is poured into saturated sodium bicarbonate. The products are extracted into dichloromethane and the combined organic layers are dried over sodium sulfate, filtered, and concentrated under reduced pressure to afford a... Starting materials: CCN=C=NCCCN(C)C, CCN(C(C)C)C(C)C, Cl, Cc1ccc(C#N)cc1OC1CNC1, CN(C)C=O, On1nnc2ccccc21, O=C(O)CNC(=O)c1cn(-c2ccccc2)cn1. The product is Cc1ccc(C#N)cc1OC1CN(C(=O)CNC(=O)c2cn(-c3ccccc3)cn2)C1. RXN SMILES: [CH3:38][CH2:39][N:40]=[C:41]=[N:42][CH2:43][CH2:44][CH2:45][N:46]([CH3:47])[CH3:48].[CH:1]([N:2]([CH2:3][CH3:4])[CH:5]([CH3:6])[CH3:7])([CH3:8])[CH3:9].[ClH:49].[NH:50]1[CH2:51][CH:52]([O:54][c:55]2[cH:56][c:57]([C:58]#[N:59])[cH:60][cH:61][c:62]2[CH3:63])[CH2:53]1.[O:64]=[CH:65][N:66]([CH3:67])[CH3:68].[OH:28][n:29]1[c:30]2[c:31]([cH:32][cH:33][cH:34][cH:35]2)[n:36][n:37]1.[c:10]1(-[n:16]2[cH:17][n:18][c:19]([C:21](=[O:22])[NH:23][CH2:24][C:25](=[O:26])[OH:27])[cH:20]2)[cH:11][cH:12][cH:13][cH:14][cH:15]1>>[c:10]1(-[n:16]2[cH:17][n:18][c:19]([C:21](=[O:22])[NH:23][CH2:24][C:25](=[O:27])[N:50]3[CH2:51][CH:52]([O:54][c:55]4[cH:56][c:57]([C:58]#[N:59])[cH:60][cH:61][c:62]4[CH3:63])[CH2:53]3)[cH:20]2)[cH:11][cH:12][cH:13][cH:14][cH:15]1. Reactants: BrC=1C=C2CN(C(C2=CC1)=O)[C@@H](C(=O)OC)C(C)C ((R)-Methyl 2-(5-bromo-1-oxoisoindolin-2-yl)-3-methylbutanoate), BrC1=CC(=C(C(=O)OC)C=C1)CBr (Methyl 4-bromo-2-(bromomethyl)benzoate), Cl.NC1(CCCC1)C(=O)OC (methyl 1-aminocyclopentanecarboxylate hydrochloride). Yields the product BrC=1C=C2CN(C(C2=CC1)=O)C1(CCCC1)C(=O)OC (Methyl 1-(5-bromo-1-oxoisoindolin-2-yl)cyclopentanecarboxylate). RXN SMILES: [Br:1][C:2]1[CH:3]=[C:4]2[C:8](=[CH:9][CH:10]=1)[C:7](=[O:11])[N:6]([C@H:12]([CH:17]([CH3:19])C)[C:13]([O:15][CH3:16])=[O:14])[CH2:5]2.Br[C:21]1C=CC(C(OC)=O)=C(CBr)[CH:22]=1.Cl.NC1(C(OC)=O)CCCC1>>[Br:1][C:2]1[CH:3]=[C:4]2[C:8](=[CH:9][CH:10]=1)[C:7](=[O:11])[N:6]([C:12]1([C:13]([O:15][CH3:16])=[O:14])[CH2:17][CH2:19][CH2:22][CH2:21]1)[CH2:5]2 |f:2.3|. Procedure: The compound of example 368 was prepared analogous to compound of example 359 by reaction of the compound of example 358 and methyl 1-aminocyclopentanecarboxylate hydrochloride. Starting materials: palladium tetrakistriphenylphosphine, CN1C(=O)N(C(=O)CC1=O)C (1,3-dimethylbarbituric acid), C(C=C)N1CC2=CC=CC=C2C[C@H]1CN1C=NC=C1CC1=CC=C(C#N)C=C1 (4-{3-[2-(allyl)-(S)-1,2,3,4-tetrahydro-isoquinolin-3-yl-methyl]-3H-imidazol-4-yl-methyl}-benzonitrile). The solvent is C(Cl)Cl (methylene chloride). Run at temperature 35 celsius. Product: C1N[C@@H](CC2=CC=CC=C12)CN1C=NC=C1CC1=CC=C(C#N)C=C1 (4-{3-[(S)-1,2,3,4-tetrahydro-isoquinolin-3-yl-methyl]-3H-imidazol-4-yl-methyl}-benzonitrile). As a reaction SMILES: C([N:4]1[C@H:13]([CH2:14][N:15]2[C:19]([CH2:20][C:21]3[CH:28]=[CH:27][C:24]([C:25]#[N:26])=[CH:23][CH:22]=3)=[CH:18][N:17]=[CH:16]2)[CH2:12][C:11]2[C:6](=[CH:7][CH:8]=[CH:9][CH:10]=2)[CH2:5]1)C=C.CN1C(=O)CC(=O)N(C)C1=O>C(Cl)Cl>[CH2:5]1[C:6]2[C:11](=[CH:10][CH:9]=[CH:8][CH:7]=2)[CH2:12][C@@H:13]([CH2:14][N:15]2[C:19]([CH2:20][C:21]3[CH:22]=[CH:23][C:24]([C:25]#[N:26])=[CH:27][CH:28]=3)=[CH:18][N:17]=[CH:16]2)[NH:4]1. Procedure details: A solution of 4-{3-[2-(allyl)-(S)-1,2,3,4-tetrahydro-isoquinolin-3-yl-methyl]-3H-imidazol-4-yl-methyl}-benzonitrile (0.56 g, 1.52 mmol) in 7 ml degassed methylene chloride was added to palladium tetrakistriphenylphosphine (0.045 g, 0.04 mmol) and 1,3-dimethylbarbituric acid (0.712 g, 4.56 mmol) under argon atmosphere. The resulting solution was heated at 35° C. for 3 hr. The mixture was partitioned with methylene chloride, saturated sodium carbonate and water. The methylene chloride layer was dr...